From a dataset of the Open Reaction Database (ORD), a public repository of structured organic reaction records. describe an organic reaction: reactants, conditions, products, and yield RXN SMILES: [C:1](=[O:2])([O-:3])[O-:4].[CH2:35]1[O:36][CH2:37][CH2:38][CH2:39]1.[CH3:40][CH2:41][O:42][C:43](=[O:44])[CH3:45].[Cs+:5].[Cs+:6].[F:7][C:8]([CH:9]([OH:10])[c:11]1[c:12](-[c:17]2[cH:18][n:19][cH:20][n:21][cH:22]2)[cH:13][cH:14][cH:15][cH:16]1)([F:23])[F:24].[NH2:25][c:26]1[n:27][c:28]([Cl:33])[cH:29][c:30]([Cl:32])[n:31]1.[OH2:34]>>[F:7][C:8]([CH:9]([O:10][c:30]1[cH:29][c:28]([Cl:33])[n:27][c:26]([NH2:25])[n:31]1)[c:11]1[c:12](-[c:17]2[cH:18][n:19][cH:20][n:21][cH:22]2)[cH:13][cH:14][cH:15][cH:16]1)([F:23])[F:24]. Yields the product Nc1nc(Cl)cc(OC(c2ccccc2-c2cncnc2)C(F)(F)F)n1. Starting materials: O=C([O-])[O-], C1CCOC1, CCOC(C)=O, [Cs+], [Cs+], OC(c1ccccc1-c1cncnc1)C(F)(F)F, Nc1nc(Cl)cc(Cl)n1, O. Reactants: CS(=O)(=O)Cl, ClCCl, Cl, Nc1ccc(I)cc1F, c1ccncc1. Yields the product CS(=O)(=O)Nc1ccc(I)cc1F. As a reaction SMILES: [CH3:16][S:17](=[O:18])(=[O:19])[Cl:20].[Cl:22][CH2:23][Cl:24].[ClH:21].[F:1][c:2]1[c:3]([NH2:9])[cH:4][cH:5][c:6]([I:8])[cH:7]1.[cH:10]1[cH:11][cH:12][n:13][cH:14][cH:15]1>>[F:1][c:2]1[c:3]([NH:9][S:17]([CH3:16])(=[O:18])=[O:19])[cH:4][cH:5][c:6]([I:8])[cH:7]1. The reactants are O=C(Cl)c1ccccc1, CC1N(C)C2CCCC1(c1cccc(O)c1)C2, c1ccncc1, c1ccccc1. Product: Cl, CC1N(C)C2CCCC1(c1cccc(OC(=O)c3ccccc3)c1)C2. As a reaction SMILES: [C:18]([c:19]1[cH:20][cH:21][cH:22][cH:23][cH:24]1)(=[O:25])[Cl:26].[OH:1][c:2]1[cH:3][c:4]([C:8]23[CH2:9][CH2:10][CH2:11][CH:12]([N:13]([CH3:16])[CH:14]2[CH3:15])[CH2:17]3)[cH:5][cH:6][cH:7]1.[cH:27]1[cH:28][cH:29][n:30][cH:31][cH:32]1.[cH:33]1[cH:34][cH:35][cH:36][cH:37][cH:38]1>>[ClH:26].[O:1]([c:2]1[cH:3][c:4]([C:8]23[CH2:9][CH2:10][CH2:11][CH:12]([N:13]([CH3:16])[CH:14]2[CH3:15])[CH2:17]3)[cH:5][cH:6][cH:7]1)[C:18]([c:19]1[cH:20][cH:21][cH:22][cH:23][cH:24]1)=[O:25]. The reactants are Cl (monohydrochloride), NC1CCN(CC1)CC1=CC=CC=C1 (4-amino-1-benzylpiperidine), [N+](=O)([O-])C=1C=C2C(C(=O)OC2=O)=CC1 (4-nitrophthalic anhydride). Product: C(C1=CC=CC=C1)N1CCC(CC1)N1C(C=2C(C1=O)=CC(=CC2)[N+](=O)[O-])=O (1-Benzyl-4-(4-nitrophthalimido)piperidine). RXN SMILES: [NH2:1][CH:2]1[CH2:7][CH2:6][N:5]([CH2:8][C:9]2[CH:14]=[CH:13][CH:12]=[CH:11][CH:10]=2)[CH2:4][CH2:3]1.[N+:15]([C:18]1[CH:19]=[C:20]2[C:25](=O)[O:24][C:22](=[O:23])[C:21]2=[CH:27][CH:28]=1)([O-:17])=[O:16].Cl>>[CH2:8]([N:5]1[CH2:6][CH2:7][CH:2]([N:1]2[C:25](=[O:24])[C:20]3=[CH:19][C:18]([N+:15]([O-:17])=[O:16])=[CH:28][CH:27]=[C:21]3[C:22]2=[O:23])[CH2:3][CH2:4]1)[C:9]1[CH:14]=[CH:13][CH:12]=[CH:11][CH:10]=1. Reported procedure: 9.51 Grams of 4-amino-1-benzylpiperidine and 9.66 grams of 4-nitrophthalic anhydride were reacted in a similar manner to that described in Example 14 to give 9.19 grams of the title compound as the monohydrochloride quarterhydrate. Melting Point: 240°-2° C. The reactants are Brc1ncccn1, O=C([O-])[O-], [Cu]I, [K+], [K+], C1COCCO1, Cc1[nH]nc(C(F)(F)F)c1Cc1sc2c(c1C(=O)N1CC(C)(O)CO1)c(=O)n(C)c(=O)n2C(C)C. Product: Cc1c(Cc2sc3c(c2C(=O)N2CC(C)(O)CO2)c(=O)n(C)c(=O)n3C(C)C)c(C(F)(F)F)nn1-c1ncccn1. RXN SMILES: [Br:36][c:37]1[n:38][cH:39][cH:40][cH:41][n:42]1.[C:43](=[O:44])([O-:45])[O-:46].[Cu:55][I:56].[K+:47].[K+:48].[O:49]1[CH2:50][CH2:51][O:52][CH2:53][CH2:54]1.[OH:1][C:2]1([CH3:35])[CH2:3][N:4]([C:7](=[O:8])[c:9]2[c:10]([CH2:24][c:25]3[c:26]([C:31]([F:32])([F:33])[F:34])[n:27][nH:28][c:29]3[CH3:30])[s:11][c:12]3[n:13]([CH:21]([CH3:22])[CH3:23])[c:14](=[O:20])[n:15]([CH3:19])[c:16](=[O:18])[c:17]23)[O:5][CH2:6]1>>[OH:1][C:2]1([CH3:35])[CH2:3][N:4]([C:7](=[O:8])[c:9]2[c:10]([CH2:24][c:25]3[c:26]([C:31]([F:32])([F:33])[F:34])[n:27][n:28](-[c:37]4[n:38][cH:39][cH:40][cH:41][n:42]4)[c:29]3[CH3:30])[s:11][c:12]3[n:13]([CH:21]([CH3:22])[CH3:23])[c:14](=[O:20])[n:15]([CH3:19])[c:16](=[O:18])[c:17]23)[O:5][CH2:6]1. Starting materials: Red phosphorous, O (water), C(C)(=O)OCC (ethyl acetate), O (water), COC(C(=O)O)C=1SC=CC1 (α-methoxy-2-thiopheneacetic acid). Reagents/catalysts: II (iodine). The solvent is C(C)(=O)O (acetic acid), C(C)(=O)O (acetic acid). Run at time 30 minute. Yields the product S1C(=CC=C1)CC(=O)O (2-thiopheneacetic acid). Isolated yield 85.8%. RXN SMILES: O.CO[CH:4]([C:8]1[S:9][CH:10]=[CH:11][CH:12]=1)[C:5]([OH:7])=[O:6].C(OCC)(=O)C>C(O)(=O)C.II>[S:9]1[CH:10]=[CH:11][CH:12]=[C:8]1[CH2:4][C:5]([OH:7])=[O:6]. Reported procedure: Red phosphorous (180 mg) and iodine (60 mg) were added to acetic acid (2.85 ml), and the mixture was stirred for 30 min. A solution of water (60 mg) and α-methoxy-2-thiopheneacetic acid (860 mg, 5 mmol) in acetic acid (1.5 ml) was added to this mixture and the resulting mixture was heated under reflux for 2 hr. with vigorous stirring. After cooling to room temperature, water and ethyl acetate were added thereto. After filtering off the precipitate by the use of celite, the organic layer was sepa... The reactants are Example 3 ( c ), ClC1=C(C=C(C=C1)C=1N(C(SC1)=NC1=CC=CC=C1)C)S(N(C)C)(=O)=O (4-(4-chloro-3-dimethylsulfamoylphenyl)-3-methyl-2-phenylimino-4-thiazoline), CS(=O)(=O)O (methanesulfonic acid). The product is CS(=O)(=O)O.ClC1=C(C=C(C=C1)C=1N(C(SC1)=NC1=CC=CC=C1)C)S(N(C)C)(=O)=O (4-(4-Chloro-3-dimethylsulfamoylphenyl)-3-methyl-2-phenylimino-4-thiazoline methanesulfonate). As a reaction SMILES: [Cl:1][C:2]1[CH:7]=[CH:6][C:5]([C:8]2[N:9]([CH3:20])[C:10](=[N:13][C:14]3[CH:19]=[CH:18][CH:17]=[CH:16][CH:15]=3)[S:11][CH:12]=2)=[CH:4][C:3]=1[S:21](=[O:26])(=[O:25])[N:22]([CH3:24])[CH3:23].[CH3:27][S:28]([OH:31])(=[O:30])=[O:29]>>[CH3:27][S:28]([OH:31])(=[O:30])=[O:29].[Cl:1][C:2]1[CH:7]=[CH:6][C:5]([C:8]2[N:9]([CH3:20])[C:10](=[N:13][C:14]3[CH:15]=[CH:16][CH:17]=[CH:18][CH:19]=3)[S:11][CH:12]=2)=[CH:4][C:3]=1[S:21](=[O:26])(=[O:25])[N:22]([CH3:23])[CH3:24] |f:2.3|. Reported procedure: Obtained by a procedure analogous to that indicated in Example 3 (c), from 4-(4-chloro-3-dimethylsulfamoylphenyl)-3-methyl-2-phenylimino-4-thiazoline and 0.02 mole of methanesulfonic acid. Colorless crystals; melting point 198°-199° C. The solvent is C(Cl)Cl (CH2Cl2). Procedure details: A solution of 4-benzyloxymethyl-2-methyleneoxetane (0.19 g, 0.98 mmol) in dry CH2Cl2 (2 mL), was cooled to −78° C. Dimethyldioxirane (0.5M in CH2Cl2, 2 eq) was added dropwise to the stirred solution. The reaction mixture was stirred for 1 hour more, then quickly warmed to room temperature, and, subsequently, the solvent was removed in vacuo. 2-Benzyloxymethyl-1,5-dioxaspiro[3.2]hexane was isolated as pale yellow oil (0.19 g, 95%) and as a mixture of diastereoisomers (72:28). Major diastereomer: ... The product is C(C1=CC=CC=C1)OCC1OC2(C1)OC2 (2-Benzyloxymethyl-1,5-dioxaspiro[3.2]hexane), oil. Run at time 1 hour. Reactants: C(C1=CC=CC=C1)OCC1CC(O1)=C (4-benzyloxymethyl-2-methyleneoxetane), CC1(OO1)C (Dimethyldioxirane). Reaction SMILES: [CH2:1]([O:8][CH2:9][CH:10]1[O:13][C:12](=[CH2:14])[CH2:11]1)[C:2]1[CH:7]=[CH:6][CH:5]=[CH:4][CH:3]=1.CC1(C)O[O:17]1>C(Cl)Cl>[CH2:1]([O:8][CH2:9][CH:10]1[CH2:11][C:12]2([CH2:14][O:17]2)[O:13]1)[C:2]1[CH:7]=[CH:6][CH:5]=[CH:4][CH:3]=1. The yield is 95.0%. Reaction conditions: temperature 65 celsius. Procedure details: To a stirred solution of PRC200.HCl (100 mg, 0.361 mmol) dissolved in 2 mL of MeOH was added 36% aq. formaldehyde solution (0.5 mL). This solution was heated at 65° C. overnight. After rotary evaporation of the volatiles, the product was leached with diethyl ether and hexane. The crude product could be purified by converting it to a hydrochloride salt, then crystallization from a solvent mixture prepared by dissolving 5 mL of MeOH, 20 mL of diethyl ether, and 17 mL of hexane. Yield 99 mg, 95%. 1... The product is Cl.C1=C(C=CC2=CC=CC=C12)[C@H]1CNCO[C@@H]1C1=CC=CC=C1 ((5S,6S)-5-(naphthalen-2-yl)-6-phenyl-1,3-oxazinane hydrochloride). Reactants: CNC[C@H](C1=CC2=CC=CC=C2C=C1)[C@@H](C3=CC=CC=C3)O (PRC200), Cl (HCl), C(C)OCC (diethyl ether), C=O (formaldehyde). Solvent: CCO (EtOH), CO (MeOH), O (H2O), CO (MeOH), CCCCCC (hexane). As a reaction SMILES: [CH3:1][NH:2][CH2:3][C@@H:4]([C@H:15]([OH:22])[C:16]1[CH:21]=[CH:20][CH:19]=[CH:18][CH:17]=1)[C:5]1[CH:14]=[CH:13][C:12]2[C:7](=[CH:8][CH:9]=[CH:10][CH:11]=2)[CH:6]=1.[ClH:23].C=O.C(OCC)C>CO.O.CCO.CCCCCC>[ClH:23].[CH:6]1[C:7]2[C:12](=[CH:11][CH:10]=[CH:9][CH:8]=2)[CH:13]=[CH:14][C:5]=1[C@@H:4]1[C@@H:15]([C:16]2[CH:17]=[CH:18][CH:19]=[CH:20][CH:21]=2)[O:22][CH2:1][NH:2][CH2:3]1 |f:8.9|. Reactants: CC(C)(C)O, C=CCc1cc2c(cc1OC)COC(=O)N2C, [Cl-], [Na+], [Na+], [Na+], O, O=S([O-])[O-]. Yields the product COc1cc2c(cc1CC(O)CO)N(C)C(=O)OC2. Reaction SMILES: [C:27]([OH:28])([CH3:29])([CH3:30])[CH3:31].[CH2:1]([CH:2]=[CH2:3])[c:4]1[c:5]([O:16][CH3:17])[cH:6][c:7]2[c:8]([cH:15]1)[N:9]([CH3:14])[C:10](=[O:13])[O:11][CH2:12]2.[Cl-:25].[Na+:22].[Na+:23].[Na+:24].[OH2:26].[S:18](=[O:19])([O-:20])[O-:21]>>[CH2:1]([CH:2]([CH2:3][OH:19])[OH:26])[c:4]1[c:5]([O:16][CH3:17])[cH:6][c:7]2[c:8]([cH:15]1)[N:9]([CH3:14])[C:10](=[O:13])[O:11][CH2:12]2.